From a dataset of the Open Reaction Database (ORD), a public repository of structured organic reaction records. describe an organic reaction: reactants, conditions, products, and yield The reactants are BrC1=C(C=C(C(=O)OC)C=C1)O (Methyl 4-bromo-3-hydroxybenzoate), FC1=CC=C(C=C1)B(O)O (4-fluorophenyl-boronic acid), C([O-])([O-])=O.[Na+].[Na+] (sodium carbonate). The reagents and catalysts are C=1C=CC(=CC1)[P](C=2C=CC=CC2)(C=3C=CC=CC3)[Pd]([P](C=4C=CC=CC4)(C=5C=CC=CC5)C=6C=CC=CC6)([P](C=7C=CC=CC7)(C=8C=CC=CC8)C=9C=CC=CC9)[P](C=1C=CC=CC1)(C=1C=CC=CC1)C=1C=CC=CC1 (tetrakis(triphenylphosphine)palladium). Solvent: C(C)O.C1(=CC=CC=C1)C (ethanol toluene). Yields the product FC1=CC=C(C=C1)C1=C(C=C(C=C1)C(=O)OC)O (Methyl 4′-fluoro-2-hydroxy-1,1′-biphenyl-4-carboxylate). As a reaction SMILES: Br[C:2]1[CH:11]=[CH:10][C:5]([C:6]([O:8][CH3:9])=[O:7])=[CH:4][C:3]=1[OH:12].[F:13][C:14]1[CH:19]=[CH:18][C:17](B(O)O)=[CH:16][CH:15]=1.C(=O)([O-])[O-].[Na+].[Na+]>C(O)C.C1(C)C=CC=CC=1.C1C=CC([P]([Pd]([P](C2C=CC=CC=2)(C2C=CC=CC=2)C2C=CC=CC=2)([P](C2C=CC=CC=2)(C2C=CC=CC=2)C2C=CC=CC=2)[P](C2C=CC=CC=2)(C2C=CC=CC=2)C2C=CC=CC=2)(C2C=CC=CC=2)C2C=CC=CC=2)=CC=1>[F:13][C:14]1[CH:19]=[CH:18][C:17]([C:2]2[CH:11]=[CH:10][C:5]([C:6]([O:8][CH3:9])=[O:7])=[CH:4][C:3]=2[OH:12])=[CH:16][CH:15]=1 |f:2.3.4,5.6,^1:42,44,63,82|. Reported procedure: Methyl 4-bromo-3-hydroxybenzoate (2.1 g, 9.0 mmol), 4-fluorophenyl-boronic acid (2.52 g, 18 mmol), tetrakis(triphenylphosphine)palladium (0.52 g, 0.45 mmol), and 2M aqueous sodium carbonate solution (11 ml) in ethanol/toluene (1:5, 30 ml) were heated at reflux overnight. After cooling the solvent was removed in vacuo and the residue dissolved in EtOAc then washed with sat. aq. sodium bicarbonate and dried over MgSO4. The crude product was purified by column chromatography eluting with 1% MeOH/DC... Reactants: FC1=CC=C(C=C1)CCC(=O)C1=CC=CC=C1 (3-(4-fluorophenyl)propiophenone), C(CCC)[Li] (n-butyl lithium), C(CC(=O)C)(=O)OC (methyl acetoacetate), [H-].[Na+] (NaH), ketone. Solvent: O1CCCC1 (tetrahydrofuran), CCCCCC (hexane). Conditions: temperature 0 celsius, time 15 minute. Yields the product FC1=CC=C(C=C1)CCC1(CC(=CC(O1)=O)O)C1=CC=CC=C1 (6-[2-(4-Fluorophenyl)-ethyl]-5,6-dihydro-4-hydroxy-6-phenyl-2H-pyran-2-one), solid. Reaction SMILES: [C:1](OC)(=[O:6])[CH2:2][C:3]([CH3:5])=[O:4].[H-].[Na+].C([Li])CCC.[F:16][C:17]1[CH:22]=[CH:21][C:20]([CH2:23][CH2:24][C:25]([C:27]2[CH:32]=[CH:31][CH:30]=[CH:29][CH:28]=2)=[O:26])=[CH:19][CH:18]=1>CCCCCC.O1CCCC1>[F:16][C:17]1[CH:18]=[CH:19][C:20]([CH2:23][CH2:24][C:25]2([C:27]3[CH:28]=[CH:29][CH:30]=[CH:31][CH:32]=3)[O:26][C:1](=[O:6])[CH:2]=[C:3]([OH:4])[CH2:5]2)=[CH:21][CH:22]=1 |f:1.2|. Reported procedure: The title compound was prepared as described in General Method 1 using 3.1 mL of methyl acetoacetate, 1.2 g of NaH 60% dispersion in oil, 18 mL of 1.6M n-butyl lithium in hexane, 6.0 g of 3-(4-fluorophenyl)propiophenone and 200 mL of tetrahydrofuran. After addition of the ketone, the reaction was stirred for 15 minutes at 0° C. then allowed to warm to room temperature and stirred for 4 hours. The crude product was triturated from diethyl ether to afford a solid (m.p. 155°-157° C. ). 1H NMR (CDCl... The reactants are O=C1c2c(Cl)cc(Br)cc2CN1Cc1ccc(Oc2ccccc2)cc1, C#CCN(C)C, CC(C)NC(C)C, [Cu]I, Cl[Pd]Cl, c1ccc(P(c2ccccc2)c2ccccc2)cc1, c1ccc(P(c2ccccc2)c2ccccc2)cc1. Yields the product CN(C)CC#Cc1cc(Cl)c2c(c1)CN(Cc1ccc(Oc3ccccc3)cc1)C2=O. As a reaction SMILES: [Br:7][c:8]1[cH:9][c:10]2[c:14]([c:15]([Cl:17])[cH:16]1)[C:13](=[O:18])[N:12]([CH2:19][c:20]1[cH:21][cH:22][c:23]([O:26][c:27]3[cH:28][cH:29][cH:30][cH:31][cH:32]3)[cH:24][cH:25]1)[CH2:11]2.[CH3:1][N:2]([CH2:3][C:4]#[CH:5])[CH3:6].[CH:33]([NH:34][CH:35]([CH3:36])[CH3:37])([CH3:38])[CH3:39].[Cu:81][I:82].[Pd:40]([Cl:41])[Cl:42].[c:43]1([P:44]([c:45]2[cH:46][cH:47][cH:48][cH:49][cH:50]2)[c:51]2[cH:52][cH:53][cH:54][cH:55][cH:56]2)[cH:57][cH:58][cH:59][cH:60][cH:61]1.[c:62]1([P:63]([c:64]2[cH:65][cH:66][cH:67][cH:68][cH:69]2)[c:70]2[cH:71][cH:72][cH:73][cH:74][cH:75]2)[cH:76][cH:77][cH:78][cH:79][cH:80]1>>[CH3:1][N:2]([CH2:3][C:4]#[C:5][c:8]1[cH:9][c:10]2[c:14]([c:15]([Cl:17])[cH:16]1)[C:13](=[O:18])[N:12]([CH2:19][c:20]1[cH:21][cH:22][c:23]([O:26][c:27]3[cH:28][cH:29][cH:30][cH:31][cH:32]3)[cH:24][cH:25]1)[CH2:11]2)[CH3:6]. The reactants are CCCCCC, CO, [O-]Cl, CC(Cl)Cl, [I-], [Na+], [Na+], [Na+], [Na+], [Na+], [Na+], [OH-], O, N#Cc1ccc(-c2ccc(O)cc2)cc1, O=P([O-])(O)O, O=S([O-])([O-])=S. Reaction SMILES: [CH3:29][CH2:30][CH2:31][CH2:32][CH2:33][CH3:34].[CH3:39][OH:40].[Cl:20][O-:21].[Cl:35][CH:36]([Cl:37])[CH3:38].[I-:17].[Na+:16].[Na+:19].[Na+:22].[Na+:28].[Na+:46].[Na+:47].[OH-:18].[OH2:48].[OH:1][c:2]1[cH:3][cH:4][c:5](-[c:8]2[cH:9][cH:10][c:11]([C:14]#[N:15])[cH:12][cH:13]2)[cH:6][cH:7]1.[P:23]([O-:24])([OH:25])([OH:26])=[O:27].[S:41]([O-:42])([O-:43])(=[O:44])=[S:45]>>[OH:1][c:2]1[cH:3][cH:4][c:5](-[c:8]2[cH:9][cH:10][c:11]([C:14]#[N:15])[cH:12][cH:13]2)[cH:6][c:7]1[I:17]. Product: N#Cc1ccc(-c2ccc(O)c(I)c2)cc1. Starting materials: CCOC(C)=O, C=CS(=O)(=O)NCCNC(=O)OC(C)(C)C, Cl. Yields the product C=CS(=O)(=O)NCC[NH3+], [Cl-]. Reaction SMILES: [CH3:18][CH2:19][O:20][C:21]([CH3:22])=[O:23].[CH:1](=[CH2:2])[S:3](=[O:4])(=[O:5])[NH:6][CH2:7][CH2:8][NH:9][C:10](=[O:11])[O:12][C:13]([CH3:14])([CH3:15])[CH3:16].[ClH:17]>>[CH:1](=[CH2:2])[S:3](=[O:4])(=[O:5])[NH:6][CH2:7][CH2:8][NH3+:9].[Cl-:17]. Starting materials: C(C1=CC=CC=C1)OC(=O)NC[C@H](CC(=O)OCC)O (ethyl (S)-4-benzyloxycarbonylamino-3-hydroxybutyrate), O.NN (hydrazine monohydrate), C(C)O (ethanol), C(C)O (ethanol). Reaction conditions: temperature 5 celsius, time 1 hour. The product is C(C1=CC=CC=C1)OC(=O)N[C@H](C(=O)NN)C(C)O ((S)-benzyloxycarbonylamino-3-hydroxybutanohydrazide). Isolated yield 52.0%. RXN SMILES: [CH2:1]([O:8][C:9]([NH:11][CH2:12][C@@H:13]([OH:20])[CH2:14]C(OCC)=O)=[O:10])[C:2]1[CH:7]=[CH:6][CH:5]=[CH:4][CH:3]=1.O.[NH2:22][NH2:23].[CH2:24]([OH:26])C>>[CH2:1]([O:8][C:9]([NH:11][C@@H:12]([CH:13]([OH:20])[CH3:14])[C:24]([NH:22][NH2:23])=[O:26])=[O:10])[C:2]1[CH:3]=[CH:4][CH:5]=[CH:6][CH:7]=1 |f:1.2|. Reported procedure: In a 100 ml flask were charged 2.70 g (9.60 mmol) of the ethyl (S)-4-benzyloxycarbonylamino-3-hydroxybutyrate (optical purity: 94%e.e.) prepared in Reference Example 3, 40 ml of ethanol, and 2.40 g (48.0 mmol) of hydrazine monohydrate in a nitrogen stream, followed by heating under reflux for 20 hours. The reaction mixture was cooled to room temperature (22 to 24° C.), and ethanol was evaporated under reduced pressure. To the residue was added 30 ml of methanol and heat-refluxed to dissolve the ... Reaction SMILES: [Cl:1][C:2]1[CH:3]=[CH:4][C:5]([C:25]#[N:26])=[C:6]([C:8]2[C:13]([O:14][CH3:15])=[CH:12][N:11]([CH2:16][C:17]([O:19][C:20]([CH3:23])([CH3:22])[CH3:21])=[O:18])[C:10](=[O:24])[CH:9]=2)[CH:7]=1.FC(F)(F)S(O[CH2:33][CH2:34][O:35][C:36]([F:39])([F:38])[F:37])(=O)=O>C1COCC1>[Cl:1][C:2]1[CH:3]=[CH:4][C:5]([C:25]#[N:26])=[C:6]([C:8]2[C:13]([O:14][CH3:15])=[CH:12][N:11]([CH:16]([CH2:33][CH2:34][O:35][C:36]([F:39])([F:38])[F:37])[C:17]([O:19][C:20]([CH3:21])([CH3:22])[CH3:23])=[O:18])[C:10](=[O:24])[CH:9]=2)[CH:7]=1. The reactants are ClC=1C=CC(=C(C1)C1=CC(N(C=C1OC)CC(=O)OC(C)(C)C)=O)C#N (tert-butyl [4-(5-chloro-2-cyanophenyl)-5-methoxy-2-oxopyridin-1(2H)-yl]acetate), FC(S(=O)(=O)OCCOC(F)(F)F)(F)F (2-(trifluoromethoxy)ethyl trifluoromethanesulphonate), bis(trimethylsilyl)lithium amide. Product: ClC=1C=CC(=C(C1)C1=CC(N(C=C1OC)C(C(=O)OC(C)(C)C)CCOC(F)(F)F)=O)C#N (tert-Butyl 2-[4-(5-chloro-2-cyanophenyl)-5-methoxy-2-oxopyridin-1(2H)-yl]-4-(trifluoromethoxy)butanoate). Run in C1CCOC1 (THF). Procedure details: 500 mg (1.29 mmol) of tert-butyl [4-(5-chloro-2-cyanophenyl)-5-methoxy-2-oxopyridin-1(2H)-yl]acetate, 495 mg (1.89 mmol) of 2-(trifluoromethoxy)ethyl trifluoromethanesulphonate and 1.39 ml (1.39 mmol) of bis(trimethylsilyl)lithium amide (1M in THF) in 10 ml of THF were reacted according to General Method 7B. Purification by column chromatography (24 g silica cartridge, flow rate: 35 ml/min, cyclohexane/ethyl acetate gradient) gave the title compound. Yield: 386 mg (62% of theory)